This data is from the Open Reaction Database (ORD), a public repository of structured organic reaction records. The task is: describe an organic reaction: reactants, conditions, products, and yield Starting materials: C[O-], CO, Cl, NO, [Na+], N#Cc1ccccc1O. Yields the product NC(=NO)c1ccccc1O. As a reaction SMILES: [CH3:13][O-:14].[CH3:16][OH:17].[ClH:12].[NH2:10][OH:11].[Na+:15].[OH:1][c:2]1[c:3]([C:4]#[N:5])[cH:6][cH:7][cH:8][cH:9]1>>[OH:1][c:2]1[c:3]([C:4]([NH2:5])=[N:10][OH:11])[cH:6][cH:7][cH:8][cH:9]1. The reactants are CC(C)c1cc(C(=S)Nc2ccc(N3CCOCC3)cc2)c(OCc2ccccc2)cc1OCc1ccccc1, CCO, NN. Yields the product CC(C)c1cc(C(=NN)Nc2ccc(N3CCOCC3)cc2)c(OCc2ccccc2)cc1OCc1ccccc1. RXN SMILES: [CH2:1]([c:2]1[cH:3][cH:4][cH:5][cH:6][cH:7]1)[O:8][c:9]1[c:10]([C:11](=[S:12])[NH:13][c:14]2[cH:15][cH:16][c:17]([N:20]3[CH2:21][CH2:22][O:23][CH2:24][CH2:25]3)[cH:18][cH:19]2)[cH:26][c:27]([CH:38]([CH3:39])[CH3:40])[c:28]([O:30][CH2:31][c:32]2[cH:33][cH:34][cH:35][cH:36][cH:37]2)[cH:29]1.[CH3:43][CH2:44][OH:45].[NH2:41][NH2:42]>>[CH2:1]([c:2]1[cH:3][cH:4][cH:5][cH:6][cH:7]1)[O:8][c:9]1[c:10]([C:11]([NH:13][c:14]2[cH:15][cH:16][c:17]([N:20]3[CH2:21][CH2:22][O:23][CH2:24][CH2:25]3)[cH:18][cH:19]2)=[N:41][NH2:42])[cH:26][c:27]([CH:38]([CH3:39])[CH3:40])[c:28]([O:30][CH2:31][c:32]2[cH:33][cH:34][cH:35][cH:36][cH:37]2)[cH:29]1. Starting materials: CC(=O)[O-], CC(=O)[O-], COc1ccc(B(O)O)cc1, CC1Cc2cccc(Cl)c2C1=O, [Na+], [Na+], O=C([O-])[O-], O, [Pd+2]. The product is COc1ccc(-c2cccc3c2C(=O)C(C)C3)cc1. Reaction SMILES: [C:30]([O-:31])(=[O:32])[CH3:33].[C:35]([O-:36])(=[O:37])[CH3:38].[CH3:13][O:14][c:15]1[cH:16][cH:17][c:18]([B:21]([OH:22])[OH:23])[cH:19][cH:20]1.[Cl:1][c:2]1[cH:3][cH:4][cH:5][c:6]2[c:10]1[C:9](=[O:11])[CH:8]([CH3:12])[CH2:7]2.[Na+:24].[Na+:25].[O-:26][C:27](=[O:28])[O-:29].[OH2:39].[Pd+2:34]>>[c:2]1(-[c:18]2[cH:17][cH:16][c:15]([O:14][CH3:13])[cH:20][cH:19]2)[cH:3][cH:4][cH:5][c:6]2[c:10]1[C:9](=[O:11])[CH:8]([CH3:12])[CH2:7]2.